From a dataset of the Open Reaction Database (ORD), a public repository of structured organic reaction records. describe an organic reaction: reactants, conditions, products, and yield The yield is 26.0%. Solvent: C(Cl)(Cl)(Cl)Cl (carbon tetrachloride). As a reaction SMILES: BrBr.[Cl:3][C:4]1[CH:25]=[CH:24][C:7]([O:8][CH2:9][C:10](=[O:23])[C:11]([CH3:22])([CH3:21])[CH2:12][S:13][C:14]2[CH:19]=[CH:18][C:17]([Cl:20])=[CH:16][CH:15]=2)=[CH:6][CH:5]=1.[NH:26]1[CH:30]=[N:29][CH:28]=[N:27]1.C(=O)([O-])[O-].[K+].[K+]>C(Cl)(Cl)(Cl)Cl>[Cl:3][C:4]1[CH:5]=[CH:6][C:7]([O:8][CH:9]([N:26]2[CH:30]=[N:29][CH:28]=[N:27]2)[C:10](=[O:23])[C:11]([CH3:21])([CH3:22])[CH2:12][S:13][C:14]2[CH:19]=[CH:18][C:17]([Cl:20])=[CH:16][CH:15]=2)=[CH:24][CH:25]=1 |f:3.4.5|. Reaction conditions: time 1 hour. Procedure details: 48 g (0.3 mol) of bromine were added dropwise to 110.5 g (0.3 mol) of 1-(4-chlorophenoxy)-4-(4-chlorophenylmercapto)-3,3-dimethyl-butan-2-one in 750 ml of carbon tetrachloride at room temperature. The mixture was subsequently stirred at room temperature for one hour and was concentrated by distilling off the solvent in vacuo, and the residue was taken up in 750 ml of toluene. 73 g (1.06 mol) of 1,2,4-triazole and 150 g (1.06 mol) of potassium carbonate were added to this solution. The mixture wa... The reactants are BrBr (bromine), ClC1=CC=C(OCC(C(CSC2=CC=C(C=C2)Cl)(C)C)=O)C=C1 (1-(4-chlorophenoxy)-4-(4-chlorophenylmercapto)-3,3-dimethyl-butan-2-one), N1N=CN=C1 (1,2,4-triazole), C([O-])([O-])=O.[K+].[K+] (potassium carbonate). Yields the product ClC1=CC=C(OC(C(C(CSC2=CC=C(C=C2)Cl)(C)C)=O)N2N=CN=C2)C=C1 (1-(4-chlorophenoxy)-4-(4-chlorophenylmercapto)-3,3-dimethyl-1-(1,2,4-triazol-1-yl)-butan-2-one). Reactants: C(C)(C)(C)NS(=O)(=O)C=1SC=CC1C(CCl)OC(C)=O (N-t-butyl-3-(1-acetoxy-2-chloroethyl)-2-thiophenesulfonamide). The solvent is FC(C(=O)O)(F)F (trifluoroacetic acid). Conditions: time 12 hour. Yields the product C(C)(=O)OC(CCl)C1=C(SC=C1)S(=O)(=O)N (3-(1-acetoxy-2-chloroethyl)-2-thiophenesulfonamide). Isolated yield 60.9%. Reaction SMILES: C([NH:5][S:6]([C:9]1[S:10][CH:11]=[CH:12][C:13]=1[CH:14]([O:17][C:18](=[O:20])[CH3:19])[CH2:15][Cl:16])(=[O:8])=[O:7])(C)(C)C>FC(F)(F)C(O)=O>[C:18]([O:17][CH:14]([C:13]1[CH:12]=[CH:11][S:10][C:9]=1[S:6]([NH2:5])(=[O:7])=[O:8])[CH2:15][Cl:16])(=[O:20])[CH3:19]. Procedure details: 1.5 g (0.0044 mole) of N-t-butyl-3-(1-acetoxy-2-chloroethyl)-2-thiophenesulfonamide synthesized in Example 7 was dissolved in 5 ml of trifluoroacetic acid. The reaction solution was stirred at normal temperature for 12 hours and then concentrated under reduced pressure. The residue was dissolved in methylene chloride and the solution was washed with aqueous sodium bicarbanate solution. The organic layer was separated, dried over anhydrous magnesium sulfate and filtered. The filtrate was then con... Reactants: C1CCOC1, C[Si](C)(C)[N-][Si](C)(C)C, CCOC(C)=O, Cc1ccnc(Cl)n1, COC(=O)c1cccc(NS(=O)(=O)c2cc(F)ccc2F)c1F, [Li+]. Product: O=C(Cc1ccnc(Cl)n1)c1cccc(NS(=O)(=O)c2cc(F)ccc2F)c1F. RXN SMILES: [CH2:48]1[O:49][CH2:50][CH2:51][CH2:52]1.[CH3:25][Si:26]([N-:27][Si:28]([CH3:29])([CH3:30])[CH3:31])([CH3:32])[CH3:33].[CH3:42][CH2:43][O:44][C:45]([CH3:46])=[O:47].[Cl:34][c:35]1[n:36][cH:37][cH:38][c:39]([CH3:41])[n:40]1.[F:1][c:2]1[c:3]([S:9](=[O:10])(=[O:11])[NH:12][c:13]2[c:14]([F:23])[c:15]([C:16]([O:18][CH3:17])=[O:19])[cH:20][cH:21][cH:22]2)[cH:4][c:5]([F:8])[cH:6][cH:7]1.[Li+:24]>>[F:1][c:2]1[c:3]([S:9](=[O:10])(=[O:11])[NH:12][c:13]2[c:14]([F:23])[c:15]([C:16](=[O:18])[CH2:41][c:39]3[cH:38][cH:37][n:36][c:35]([Cl:34])[n:40]3)[cH:20][cH:21][cH:22]2)[cH:4][c:5]([F:8])[cH:6][cH:7]1. Reactants: CC=1N=C(SC1C(=O)OCC)C1=CC=C(C=C1)C (ethyl 4-methyl-2-p-tolylthiazole-5-carboxylate), [OH-].[Na+] (sodium hydroxide). Run in O (water), C(C)O (ethanol). Product: CC=1N=C(SC1C(=O)O)C1=CC=C(C=C1)C (4-methyl-2-p-tolylthiazole-5-carboxylic acid). Yield: 88.0%. RXN SMILES: [CH3:1][C:2]1[N:3]=[C:4]([C:12]2[CH:17]=[CH:16][C:15]([CH3:18])=[CH:14][CH:13]=2)[S:5][C:6]=1[C:7]([O:9]CC)=[O:8].[OH-].[Na+]>O.C(O)C>[CH3:1][C:2]1[N:3]=[C:4]([C:12]2[CH:17]=[CH:16][C:15]([CH3:18])=[CH:14][CH:13]=2)[S:5][C:6]=1[C:7]([OH:9])=[O:8] |f:1.2|. Procedure details: The mixture of ethyl 4-methyl-2-p-tolylthiazole-5-carboxylate (0.200 g; 0.765 mmol) and sodium hydroxide (0.0643 g; 1.61 mmol) in water (4 mL) and ethanol (8 mL) was irradiated in a microwave oven at 130° C. for 5 min. The mixture was concentrated (removal of ethanol), and the pH of the solution was adjusted to 3 by addition of 6N hydrochloric acid. The acidic solution was extracted with (3×10 mL) of ethyl acetate. Combined organic layers were dried over magnesium sulfate, and evaporated to affo... Reactants: CC(C)(C)OC(=O)N1CCC(N)CC1, O=C(O)c1c[nH]c2c(-c3ccc(F)cc3OCC3CC3)ncnc12. Product: CC(C)(C)OC(=O)N1CCC(NC(=O)c2c[nH]c3c(-c4ccc(F)cc4OCC4CC4)ncnc23)CC1. RXN SMILES: [C:25]([CH3:26])([CH3:27])([CH3:28])[O:29][C:30](=[O:31])[N:32]1[CH2:33][CH2:34][CH:35]([NH2:38])[CH2:36][CH2:37]1.[CH:1]1([CH2:4][O:5][c:6]2[c:7](-[c:13]3[c:14]4[c:15]([n:16][cH:17][n:18]3)[c:19]([C:22](=[O:23])[OH:24])[cH:20][nH:21]4)[cH:8][cH:9][c:10]([F:12])[cH:11]2)[CH2:2][CH2:3]1>>[CH:1]1([CH2:4][O:5][c:6]2[c:7](-[c:13]3[c:14]4[c:15]([n:16][cH:17][n:18]3)[c:19]([C:22](=[O:24])[NH:38][CH:35]3[CH2:34][CH2:33][N:32]([C:30]([O:29][C:25]([CH3:26])([CH3:27])[CH3:28])=[O:31])[CH2:37][CH2:36]3)[cH:20][nH:21]4)[cH:8][cH:9][c:10]([F:12])[cH:11]2)[CH2:2][CH2:3]1. Reactants: Cl.[N+](=O)([O-])C1=C2C(C(=O)N(C2=O)C2=CC=C(N)C=C2)=CC=C1 (4-(3-nitrophthalimidyl)-aniline hydrochloride), C([O-])(O)=O.[Na+] (sodium bicarbonate). Run in O (water). Run at time 1 hour. Product: [N+](=O)([O-])C1=C2C(C(=O)N(C2=O)C2=CC=C(N)C=C2)=CC=C1 (4-(3-nitrophthalimidyl)-aniline). Yield: 53.0%. As a reaction SMILES: Cl.[N+:2]([C:5]1[CH:22]=[CH:21][CH:20]=[C:7]2[C:8]([N:10]([C:13]3[CH:19]=[CH:18][C:16]([NH2:17])=[CH:15][CH:14]=3)[C:11](=[O:12])[C:6]=12)=[O:9])([O-:4])=[O:3].C(=O)(O)[O-].[Na+]>O>[N+:2]([C:5]1[CH:22]=[CH:21][CH:20]=[C:7]2[C:8]([N:10]([C:13]3[CH:19]=[CH:18][C:16]([NH2:17])=[CH:15][CH:14]=3)[C:11](=[O:12])[C:6]=12)=[O:9])([O-:4])=[O:3] |f:0.1,2.3|. Procedure details: 4-(3-Nitrophthalimidyl)-aniline, used in the above example, can be prepared as follows: 48.3 g (0.25 mol) of 3-nitrophthalic anhydride and 37.5 g (0.25 mol) of 4-aminoacetanilide in 500 ml of acetic acid are refluxed for 8 hours and are then cooled. The crystals which have separated out are filtered off with suction, washed with 150 ml of ethanol and dried for 24 hours at 80° C./30 mm Hg. 65 g (80% of theory) of 4-(3-nitrophthalimidyl)-acetanilide are obtained; melting point 255° C. 65 g (0.2 mo... The reactants are C1(=CC=CC=C1)[C@@H](C)N ((1R)-1-phenylethylamine), OC1=CC2=C(C(=CO2)CC(=O)O)C=C1 ((6-Hydroxy-1-benzofuran-3-yl)acetic acid), C(C)(C)OC(C)C (diisopropyl ether). The solvent is CO (methanol), CO (methanol). Run at temperature 25 celsius, time 2 hour. The product is C1(=CC=CC=C1)[C@@H](C)N.OC1=CC2=C(C(=CO2)CC(=O)O)C=C1 ((6-hydroxy-1-benzofuran-3-yl)acetic acid (1R)-1-phenylethylamine salt). Isolated yield 93.4%. As a reaction SMILES: [OH:1][C:2]1[CH:14]=[CH:13][C:5]2[C:6]([CH2:9][C:10]([OH:12])=[O:11])=[CH:7][O:8][C:4]=2[CH:3]=1.[C:15]1([C@H:21]([NH2:23])[CH3:22])[CH:20]=[CH:19][CH:18]=[CH:17][CH:16]=1.C(OC(C)C)(C)C>CO>[C:15]1([C@H:21]([NH2:23])[CH3:22])[CH:20]=[CH:19][CH:18]=[CH:17][CH:16]=1.[OH:1][C:2]1[CH:14]=[CH:13][C:5]2[C:6]([CH2:9][C:10]([OH:12])=[O:11])=[CH:7][O:8][C:4]=2[CH:3]=1 |f:4.5|. Reported procedure: Sodium hydroxide (135 g) was dissolved in water (830 mL) to prepare a 14% aqueous sodium hydroxide solution. To a solution (623 mL) of 4-(chloromethyl)-7-hydroxy-2H-chromen-2-one (254 g) in water was added the above-mentioned 14% aqueous sodium hydroxide solution at 5° C., and the mixture was stirred at 25° C. for 1 hr and at 60° C. for 4 hr. The concentrated hydrochloric acid (270 mL) was added at 35° C., a seed crystal was added, and the reaction mixture was stirred at 35° C. for 1 hr and at 5...